From a dataset of the Open Reaction Database (ORD), a public repository of structured organic reaction records. describe an organic reaction: reactants, conditions, products, and yield The reactants are [Br-], CC(=O)c1ccc(N)c(C#N)c1Cl, CCOC(C)=O, ClC(Cl)Cl. Product: N#Cc1c(N)ccc(C(=O)CBr)c1Cl. Reaction SMILES: [Br-:1].[C:2]([CH3:3])(=[O:4])[c:5]1[cH:6][cH:7][c:8]([NH2:14])[c:9]([C:10]#[N:11])[c:12]1[Cl:13].[CH3:19][CH2:20][O:21][C:22]([CH3:23])=[O:24].[Cl:15][CH:16]([Cl:17])[Cl:18]>>[Br:1][CH2:3][C:2](=[O:4])[c:5]1[cH:6][cH:7][c:8]([NH2:14])[c:9]([C:10]#[N:11])[c:12]1[Cl:13]. Starting materials: CC(C)N, CN1CCCC1=O, NC(=O)Cn1ccc2c(-c3noc(-c4cnc(Cl)c(Cl)c4)n3)cccc21, C1COCCO1. Yields the product CC(C)Nc1ncc(-c2nc(-c3cccc4c3ccn4CC(N)=O)no2)cc1Cl. Reaction SMILES: [CH3:27][CH:28]([CH3:29])[NH2:30].[CH3:37][N:38]1[CH2:39][CH2:40][CH2:41][C:42]1=[O:43].[Cl:1][c:2]1[cH:3][c:4](-[c:9]2[n:10][c:11](-[c:14]3[c:15]4[cH:16][cH:17][n:18]([CH2:23][C:24](=[O:25])[NH2:26])[c:19]4[cH:20][cH:21][cH:22]3)[n:12][o:13]2)[cH:5][n:6][c:7]1[Cl:8].[O:31]1[CH2:32][CH2:33][O:34][CH2:35][CH2:36]1>>[Cl:1][c:2]1[cH:3][c:4](-[c:9]2[n:10][c:11](-[c:14]3[c:15]4[cH:16][cH:17][n:18]([CH2:23][C:24](=[O:25])[NH2:26])[c:19]4[cH:20][cH:21][cH:22]3)[n:12][o:13]2)[cH:5][n:6][c:7]1[NH:30][CH:28]([CH3:27])[CH3:29]. Reactants: SCC(=O)C1=CC=CC=C1 (2-mercapto-1-phenylethanone), C([O-])([O-])=O.[K+].[K+] (potassium carbonate), COC1=CC=C(C=C1)C1C(O1)C(=O)N (3-(4-methoxyphenyl)oxiranecarboxamide). Run in C(C)#N (acetonitrile). Yields the product OC(C(=O)N)C(C1=C(C=CC=C1)C1=CC=C(C=C1)OC)SCC(C1=CC=CC=C1)=O (α-hydroxy-4-methoxyphenyl- β-[(2-oxo-2 -phenylethyl)thio]benzenepropanamide). RXN SMILES: [SH:1][CH2:2][C:3]([C:5]1[CH:10]=[CH:9][CH:8]=[CH:7][CH:6]=1)=[O:4].[C:11](=[O:14])([O-])[O-].[K+].[K+].CO[C:19]1[CH:24]=[CH:23][C:22]([CH:25]2[O:27][CH:26]2[C:28]([NH2:30])=[O:29])=[CH:21][CH:20]=1>C(#N)C>[OH:27][CH:26]([CH:25]([S:1][CH2:2][C:3](=[O:4])[C:5]1[CH:10]=[CH:9][CH:8]=[CH:7][CH:6]=1)[C:22]1[CH:23]=[CH:24][CH:19]=[CH:20][C:21]=1[C:5]1[CH:10]=[CH:9][C:8]([O:14][CH3:11])=[CH:7][CH:6]=1)[C:28]([NH2:30])=[O:29] |f:1.2.3|. Reported procedure: To a solution of 8.0 g (0.052 mol) of 2-mercapto-1-phenylethanone in 120 mL of acetonitrile was added 0.3 g (0.052 mol) of powdered potassium carbonate and 10.1 g (0.052 mol) of 3-(4-methoxyphenyl)oxiranecarboxamide. After the mixture was stirred and heated at reflux under nitrogen for 3.5 hours the solvent was removed under reduced pressure. The crude product was chromatographed on silica gel (150 g). The column was eluted with ethyl acetate, fractions 7-13 containing the product were combined ... Procedure details: 3-Cyclopentyl-2-(4-methanesulfonyl-phenyl)propionic acid methyl ester (350 mg, 1.13 mmol) and methyl urea (184 mg, 2.48 mmol) were treated with a solution of magnesium methoxide in methanol (7.4 wt %, 6.0 mL, 4.18 mmol). The reaction mixture was then concentrated in vacuo to approximately one-half the volume of methanol. The resulting reaction mixture was then heated under reflux for 15 h. The reaction mixture was allowed to cool to 25° C., filtered through celite, and the celite was thoroughly ... Reaction conditions: temperature 25 celsius. Yield: 31.1%. Reactants: COC(C(CC1CCCC1)C1=CC=C(C=C1)S(=O)(=O)C)=O (3-Cyclopentyl-2-(4-methanesulfonyl-phenyl)propionic acid methyl ester), CNC(=O)N (methyl urea), C[O-].[Mg+2].C[O-] (magnesium methoxide), CO (methanol). Reaction SMILES: CO[C:3](=[O:21])[CH:4]([C:11]1[CH:16]=[CH:15][C:14]([S:17]([CH3:20])(=[O:19])=[O:18])=[CH:13][CH:12]=1)[CH2:5][CH:6]1[CH2:10][CH2:9][CH2:8][CH2:7]1.[CH3:22][NH:23][C:24]([NH2:26])=[O:25].C[O-].[Mg+2].C[O-].CO>>[CH:6]1([CH2:5][CH:4]([C:11]2[CH:12]=[CH:13][C:14]([S:17]([CH3:20])(=[O:18])=[O:19])=[CH:15][CH:16]=2)[C:3]([NH:26][C:24]([NH:23][CH3:22])=[O:25])=[O:21])[CH2:7][CH2:8][CH2:9][CH2:10]1 |f:2.3.4|. Yields the product hexanes ethyl acetate, C1(CCCC1)CC(C(=O)NC(=O)NC)C1=CC=C(C=C1)S(=O)(=O)C (1-[3-cyclopentyl-2-(4-methanesulfonyl-phenyl)-propionyl]-3-methyl urea). The reactants are C1COCCN1, CS(C)=O, Cc1onc(-c2ccccc2)c1-c1nnc(-c2ccnc(Cl)c2)o1. The product is Cc1onc(-c2ccccc2)c1-c1nnc(-c2ccnc(N3CCOCC3)c2)o1. As a reaction SMILES: [CH2:25]1[CH2:26][O:27][CH2:28][CH2:29][NH:30]1.[CH3:31][S:32]([CH3:33])=[O:34].[Cl:1][c:2]1[n:3][cH:4][cH:5][c:6](-[c:8]2[o:9][c:10](-[c:13]3[c:14](-[c:19]4[cH:20][cH:21][cH:22][cH:23][cH:24]4)[n:15][o:16][c:17]3[CH3:18])[n:11][n:12]2)[cH:7]1>>[c:2]1([N:30]2[CH2:25][CH2:26][O:27][CH2:28][CH2:29]2)[n:3][cH:4][cH:5][c:6](-[c:8]2[o:9][c:10](-[c:13]3[c:14](-[c:19]4[cH:20][cH:21][cH:22][cH:23][cH:24]4)[n:15][o:16][c:17]3[CH3:18])[n:11][n:12]2)[cH:7]1. Starting materials: B(OC)(OC)OC (trimethyl borate), BrC1=CC2=C(C=C1)N1C3=C2C=CC=C3C(C=3C=CC=CC13)(C)C (3-bromo-8,8-dimethyl-8H-indolo[3,2,1-de]acridine), solution, C(CCC)[Li] (n-butyllithium). The solvent is C1CCOC1 (THF), C1CCCCC1 (cyclohexane). Reaction conditions: time 1 hour. The product is CC1(C=2C=CC=CC2N2C3=C(C=CC=C13)C=1C=C(C=CC12)B(O)O)C (8,8-Dimethyl-8H-indolo[3,2,1-de]acridine-3-boronic acid). As a reaction SMILES: Br[C:2]1[CH:7]=[CH:6][C:5]2[N:8]3[C:21]4[CH:20]=[CH:19][CH:18]=[CH:17][C:16]=4[C:15]([CH3:23])([CH3:22])[C:14]4[C:9]3=[C:10]([CH:11]=[CH:12][CH:13]=4)[C:4]=2[CH:3]=1.C([Li])CCC.[B:29](OC)([O:32]C)[O:30]C>C1COCC1.C1CCCCC1>[CH3:22][C:15]1([CH3:23])[C:14]2[C:9]3=[C:10]([C:4]4[CH:3]=[C:2]([B:29]([OH:32])[OH:30])[CH:7]=[CH:6][C:5]=4[N:8]3[C:21]3[CH:20]=[CH:19][CH:18]=[CH:17][C:16]1=3)[CH:11]=[CH:12][CH:13]=2. Procedure details: 93.9 g (259 mmol) of 3-bromo-8,8-dimethyl-8H-indolo[3,2,1-de]acridine are dissolved in 1500 ml of dry THF. 135 ml (337 mmol) of a 2.5 M solution of n-butyllithium in cyclohexane are added dropwise at −70° C., and, after 1 h, 37 ml of trimethyl borate (336 mmol) are added dropwise. The mixture is allowed to come to room temperature over the course of 1 h, and the solvent is removed. The residue, which is uniform according to 1H-NMR, is employed in the subsequent reaction without further purificat... Reactants: O=C([O-])[O-], COc1cccc(-c2nc3sccn3c2-c2ccnc(NC3CCCN(CC4COC(C)(C)O4)C3)n2)c1, CO, [K+], [K+], O, O=C(O)C(F)(F)F. The product is COc1cccc(-c2nc3sccn3c2-c2ccnc(NC3CCCN(CC(O)CO)C3)n2)c1. Reaction SMILES: [C:46](=[O:47])([O-:48])[O-:49].[CH3:1][C:2]1([CH3:37])[O:3][CH2:4][CH:5]([CH2:7][N:8]2[CH2:9][CH:10]([NH:14][c:15]3[n:16][cH:17][cH:18][c:19](-[c:21]4[c:22](-[c:29]5[cH:30][c:31]([O:35][CH3:36])[cH:32][cH:33][cH:34]5)[n:23][c:24]5[s:25][cH:26][cH:27][n:28]45)[n:20]3)[CH2:11][CH2:12][CH2:13]2)[O:6]1.[CH3:52][OH:53].[K+:50].[K+:51].[OH2:38].[OH:39][C:40]([C:41]([F:42])([F:43])[F:44])=[O:45]>>[OH:3][CH2:4][CH:5]([OH:6])[CH2:7][N:8]1[CH2:9][CH:10]([NH:14][c:15]2[n:16][cH:17][cH:18][c:19](-[c:21]3[c:22](-[c:29]4[cH:30][c:31]([O:35][CH3:36])[cH:32][cH:33][cH:34]4)[n:23][c:24]4[s:25][cH:26][cH:27][n:28]34)[n:20]2)[CH2:11][CH2:12][CH2:13]1.